From a dataset of the Open Reaction Database (ORD), a public repository of structured organic reaction records. describe an organic reaction: reactants, conditions, products, and yield The reactants are C=C (ethylene), [H][H] (hydrogen), C1CCCC2=C(C=CC=C12)OCCNC1=CC=C(C(=O)O)C=C1 (p-{[2-(1,2,3,4-tetrahydro-5-naphthyloxy)ethyl]amino}benzoic acid). Yields the product C(C)N(C1=CC=C(C(=O)O)C=C1)CCOC1=CC=CC2=CC=CC=C12 (4-[N-Ethyl-2-(1-naphthyloxy)ethylamino]benzoic acid). As a reaction SMILES: [CH2:1]=[CH2:2].[H][H].[CH2:5]1[C:14]2[C:9](=[C:10]([O:15][CH2:16][CH2:17][NH:18][C:19]3[CH:27]=[CH:26][C:22]([C:23]([OH:25])=[O:24])=[CH:21][CH:20]=3)[CH:11]=[CH:12][CH:13]=2)[CH2:8][CH2:7][CH2:6]1>>[CH2:1]([N:18]([CH2:17][CH2:16][O:15][C:10]1[C:9]2[C:14](=[CH:5][CH:6]=[CH:7][CH:8]=2)[CH:13]=[CH:12][CH:11]=1)[C:19]1[CH:27]=[CH:26][C:22]([C:23]([OH:25])=[O:24])=[CH:21][CH:20]=1)[CH3:2]. Procedure: The compound according to claim 2 wherein Y is ethylene, R is hydrogen and X is 1,2,3,4-tetrahydro-5-naphthyl; p-{[2-(1,2,3,4-tetrahydro-5-naphthyloxy)ethyl]amino}benzoic acid.